Task: describe an organic reaction: reactants, conditions, products, and yield. Dataset: the Open Reaction Database (ORD), a public repository of structured organic reaction records The reactants are FC1=C(OC2=C(N)C=CC=C2)C(=CC=C1)OC (2-(2-fluoro-6-methoxyphenoxy)aniline), NC=1SC=CN1 (2-aminothiazole), FC1=C(OC2=C(N)C=CC=C2)C(=CC=C1)OC (2-(2-fluoro-6-methoxyphenoxy)aniline), FC1=C(C(=CC=C1)OC)O (2-fluoro-6-methoxyphenol), FC1=C(C=CC=C1)[N+](=O)[O-] (1-fluoro-2-nitrobenzene). The product is FC1=C(OC2=C(C=CC=C2)[N+](=O)[O-])C(=CC=C1)OC (2-(2-Fluoro-6-methoxyphenoxy)-1-nitrobenzene), S1C(=NC=C1)NC(N)=O (N′-(thiazol-2-yl)urea). The yield is 63.0%. RXN SMILES: [F:1][C:2]1[CH:7]=[CH:6][CH:5]=[C:4]([O:8][CH3:9])[C:3]=1[OH:10].F[C:12]1[CH:17]=[CH:16][CH:15]=[CH:14][C:13]=1[N+:18]([O-:20])=[O:19].FC1C=CC=C([O:36][CH3:37])C=1OC1C=CC=CC=1N.[NH2:38][C:39]1[S:40][CH:41]=[CH:42][N:43]=1>>[F:1][C:2]1[CH:7]=[CH:6][CH:5]=[C:4]([O:8][CH3:9])[C:3]=1[O:10][C:12]1[CH:17]=[CH:16][CH:15]=[CH:14][C:13]=1[N+:18]([O-:20])=[O:19].[S:40]1[CH:41]=[CH:42][N:43]=[C:39]1[NH:38][C:37](=[O:36])[NH2:18]. Procedure: 2-(2-Fluoro-6-methoxyphenoxy)-1-nitrobenzene (0.84 g, 64%) was prepared from 2-fluoro-6-methoxyphenol (0.78 g, 5.5 mmol) and 1-fluoro-2-nitrobenzene (0.71 g, 5.0 mmol) following the general procedure A. This was reduced to 2-(2-fluoro-6-methoxyphenoxy)aniline (0.63 g, 85%) following general procedure C. N-2-(2-Fluoro-6-methoxyphenoxy)phenyl)-N′-(thiazol-2-yl)urea (114 mg, 63%) was prepared from 2-(2-fluoro-6-methoxyphenoxy)aniline (117 mg, 0.5 mmol) and 2-aminothiazole (60 mg, 0.6 mmol) followin... Starting materials: NC=1C=NC2=CC=CC=C2C1NCC(C)C (3-amino-4-(isobutylamino)quinoline), C(C1=CC(OC)=C(OC)C=C1)=O (veratraldehyde). Product: COC=1C=C(C=CC1OC)C=1N(C2=C(C=NC=3C=CC=CC23)N1)CC(C)C (2-(3,4-dimethoxyphenyl)-1-isobutyl-1H-imidazo[4,5-c]quinoline). RXN SMILES: [NH2:1][C:2]1[CH:3]=[N:4][C:5]2[C:10]([C:11]=1[NH:12][CH2:13][CH:14]([CH3:16])[CH3:15])=[CH:9][CH:8]=[CH:7][CH:6]=2.[CH:17](=O)[C:18]1[CH:27]=[CH:26][C:23]([O:24][CH3:25])=[C:20]([O:21][CH3:22])[CH:19]=1>>[CH3:22][O:21][C:20]1[CH:19]=[C:18]([C:17]2[N:12]([CH2:13][CH:14]([CH3:16])[CH3:15])[C:11]3[C:10]4[CH:9]=[CH:8][CH:7]=[CH:6][C:5]=4[N:4]=[CH:3][C:2]=3[N:1]=2)[CH:27]=[CH:26][C:23]=1[O:24][CH3:25]. Reported procedure: Following the general method of Example 195, Step B, 3-amino-4-(isobutylamino)quinoline was reacted with veratraldehyde to provide 2-(3,4-dimethoxyphenyl)-1-isobutyl-1H-imidazo[4,5-c]quinoline, melting point 192°-199° C. Analysis: Calculated for C20H23N3O2 : % C, 73.1; % H, 6.4; % N, 11.6. Found: % C, 72.7; % H, 6.3; % N, 11.4. The reactants are C[Si](C)(C)n1ccnc1, Clc1ccc(C2(Cn3cncn3)CO2)c(Cl)c1, CN(C)C=O, [Na]n1ccnc1. Product: C[Si](C)(C)OC(Cn1ccnc1)(Cn1cncn1)c1ccc(Cl)cc1Cl. RXN SMILES: [CH3:18][Si:19]([n:20]1[cH:21][cH:22][n:23][cH:24]1)([CH3:25])[CH3:26].[O:1]1[CH2:2][C:3]1([CH2:4][n:5]1[n:6][cH:7][n:8][cH:9]1)[c:10]1[c:11]([Cl:17])[cH:12][c:13]([Cl:16])[cH:14][cH:15]1.[O:33]=[CH:34][N:35]([CH3:36])[CH3:37].[n:27]1([Na:32])[cH:28][n:29][cH:30][cH:31]1>>[O:1]([C:3]([CH2:2][n:27]1[cH:28][n:29][cH:30][cH:31]1)([CH2:4][n:5]1[n:6][cH:7][n:8][cH:9]1)[c:10]1[c:11]([Cl:17])[cH:12][c:13]([Cl:16])[cH:14][cH:15]1)[Si:19]([CH3:18])([CH3:25])[CH3:26]. Starting materials: Cl.Cl.NC1=CC(=C(C(=O)NCC2CCNCC2)C=C1Cl)OC (4-Amino-5-chloro-2-methoxy-N-(piperidin-4-ylmethyl)benzamide dihydrochloride), BrCCCCN1C(C=2C(C1=O)=CC=CC2)=O (N-(4-bromobutyl)phthalimide). Product: NC1=CC(=C(C(=O)NCC2CCN(CC2)CCCCN2C(C3=CC=CC=C3C2=O)=O)C=C1Cl)OC (4-amino-5-chloro-N-(1-(4-(2,3-dihydro-1,3-dioxo-1 H-isoindol-2-yl)butyl)piperidin-4-ylmethyl)-2-methoxybenzamide). The yield is 40.6%. Reaction SMILES: Cl.Cl.[NH2:3][C:4]1[C:19]([Cl:20])=[CH:18][C:7]([C:8]([NH:10][CH2:11][CH:12]2[CH2:17][CH2:16][NH:15][CH2:14][CH2:13]2)=[O:9])=[C:6]([O:21][CH3:22])[CH:5]=1.Br[CH2:24][CH2:25][CH2:26][CH2:27][N:28]1[C:32](=[O:33])[C:31]2=[CH:34][CH:35]=[CH:36][CH:37]=[C:30]2[C:29]1=[O:38]>>[NH2:3][C:4]1[C:19]([Cl:20])=[CH:18][C:7]([C:8]([NH:10][CH2:11][CH:12]2[CH2:13][CH2:14][N:15]([CH2:24][CH2:25][CH2:26][CH2:27][N:28]3[C:32](=[O:33])[C:31]4[C:30](=[CH:37][CH:36]=[CH:35][CH:34]=4)[C:29]3=[O:38])[CH2:16][CH2:17]2)=[O:9])=[C:6]([O:21][CH3:22])[CH:5]=1 |f:0.1.2|. Procedure: 4-Amino-5-chloro-2-methoxy-N-(piperidin-4-ylmethyl)benzamide dihydrochloride (17.0 g) and N-(4-bromobutyl)phthalimide (15.8 g) were reacted and treated in the same manner as in Preparation Example 150 to give 9.3 g of 4-amino-5-chloro-N-(1-(4-(2,3-dihydro-1,3-dioxo-1 H-isoindol-2-yl)butyl)piperidin-4-ylmethyl)-2-methoxybenzamide.